This data is from the Open Reaction Database (ORD), a public repository of structured organic reaction records. The task is: describe an organic reaction: reactants, conditions, products, and yield Reactants: [Si](C)(C)(C(C)(C)C)OC[C@@H](C[C@@H]1N(C(OC1)(C)C)C(=O)OC(C)(C)C)CC=C ((S)-tert-butyl 4-((R)-2-((tert-butyldimethylsilyloxy)methyl)pent-4-enyl)-2,2-dimethyloxazolidine-3-carboxylate), O=[O+][O-] (O3), crude product, [H-].[H-].[H-].[H-].[Li+].[Al+3] (LiAlH4). Solvent: C(Cl)Cl (CH2Cl2), C1CCOC1 (THF). Reaction conditions: time 30 minute. Product: [Si](C)(C)(C(C)(C)C)OC[C@@H](C[C@@H]1N(C(OC1)(C)C)C(=O)OC(C)(C)C)CCO ((S)-tert-butyl 4-((S)-2-((tert-butyldimethylsilyloxy)methyl)-4-hydroxybutyl)-2,2-dimethyloxazolidine-3-carboxylate). Isolated yield 340.0%. Reaction SMILES: [Si:1]([O:8][CH2:9][C@H:10]([CH2:26][CH:27]=C)[CH2:11][C@H:12]1[CH2:16][O:15][C:14]([CH3:18])([CH3:17])[N:13]1[C:19]([O:21][C:22]([CH3:25])([CH3:24])[CH3:23])=[O:20])([C:4]([CH3:7])([CH3:6])[CH3:5])([CH3:3])[CH3:2].[O:29]=[O+][O-].[H-].[H-].[H-].[H-].[Li+].[Al+3]>C(Cl)Cl.C1COCC1>[Si:1]([O:8][CH2:9][C@H:10]([CH2:26][CH2:27][OH:29])[CH2:11][C@H:12]1[CH2:16][O:15][C:14]([CH3:17])([CH3:18])[N:13]1[C:19]([O:21][C:22]([CH3:23])([CH3:24])[CH3:25])=[O:20])([C:4]([CH3:5])([CH3:7])[CH3:6])([CH3:3])[CH3:2] |f:2.3.4.5.6.7|. Procedure details: A solution of (S)-tert-butyl 4-((R)-2-((tert-butyldimethylsilyloxy)methyl)pent-4-enyl)-2,2-dimethyloxazolidine-3-carboxylate (15 g) in dry CH2Cl2 (250 mL) was treated with a stream of O3 until the reaction mixture turned blue at −78° C. The system was then flushed with O2 to remove excess ozone. Me2S was added and the mixture was allowed to warm to rt. Solvents were removed in vacuo to give the crude product (12 g). The crude product was dissolved in 250 mL of dry THF. The resulting mixture was ... Reactants: CS(=O)(=O)N1CCN(Cc2cnc(Cl)c(Cl)c2)CC1, Nc1cccc(O)c1. The product is CS(=O)(=O)N1CCN(Cc2cnc(Nc3cccc(O)c3)c(Cl)c2)CC1. Reaction SMILES: [Cl:1][c:2]1[cH:3][c:4]([CH2:9][N:10]2[CH2:11][CH2:12][N:13]([S:16](=[O:17])(=[O:18])[CH3:19])[CH2:14][CH2:15]2)[cH:5][n:6][c:7]1[Cl:8].[NH2:20][c:21]1[cH:22][cH:23][cH:24][c:25]([OH:26])[cH:27]1>>[Cl:1][c:2]1[cH:3][c:4]([CH2:9][N:10]2[CH2:11][CH2:12][N:13]([S:16](=[O:17])(=[O:18])[CH3:19])[CH2:14][CH2:15]2)[cH:5][n:6][c:7]1[NH:20][c:21]1[cH:22][cH:23][cH:24][c:25]([OH:26])[cH:27]1. Procedure: 0.9 cm3 of 3-methoxyphenyl isocyanate is added to a solution of 2 g of tert-butyl (2RS,5SR)-1-(2-aminoacetyl)-5-phenylprolinate in 20 cm3 of anhydrous tetrahydrofuran. The reaction mixture is stirred for 20 hours at a temperature in the vicinity of 25° C. After evaporation of the solvent under reduced pressure at a temperature in the vicinity of 45° C., the crude product obtained is purified by chromatography on silica [eluent: dichloromethane/methanol (95/5 by volume)]. The fractions containing... Reactants: COC=1C=C(C=CC1)N=C=O (3-methoxyphenyl isocyanate), NCC(=O)N1C(C(=O)OC(C)(C)C)CCC1C1=CC=CC=C1 (tert-butyl (2RS,5SR)-1-(2-aminoacetyl)-5-phenylprolinate). Yields the product COC=1C=C(C=CC1)NC(NCC(=O)N1C(C(=O)OC(C)(C)C)CCC1C1=CC=CC=C1)=O (tert-butyl (2RS,5SR)-1-{2-[3-(3-methoxyphenyl)ureido]acetyl}-5-phenylprolinate). Run at temperature 25 celsius, time 20 hour. Solvent: O1CCCC1 (tetrahydrofuran). As a reaction SMILES: [CH3:1][O:2][C:3]1[CH:4]=[C:5]([N:9]=[C:10]=[O:11])[CH:6]=[CH:7][CH:8]=1.[NH2:12][CH2:13][C:14]([N:16]1[CH:27]([C:28]2[CH:33]=[CH:32][CH:31]=[CH:30][CH:29]=2)[CH2:26][CH2:25][CH:17]1[C:18]([O:20][C:21]([CH3:24])([CH3:23])[CH3:22])=[O:19])=[O:15]>O1CCCC1>[CH3:1][O:2][C:3]1[CH:4]=[C:5]([NH:9][C:10](=[O:11])[NH:12][CH2:13][C:14]([N:16]2[CH:27]([C:28]3[CH:29]=[CH:30][CH:31]=[CH:32][CH:33]=3)[CH2:26][CH2:25][CH:17]2[C:18]([O:20][C:21]([CH3:24])([CH3:23])[CH3:22])=[O:19])=[O:15])[CH:6]=[CH:7][CH:8]=1. Starting materials: Cl.NO (hydroxylamine hydrochloride), [OH-].[K+] (potassium hydroxide), C(C)O (ethanol), CN1N=C(N=C1NCCCOC1=CC(=CC=C1)CN1CCCCC1)CCC(=O)O (1-methyl-5-[[3-[3-(1-piperidinylmethyl)phenoxy]propyl]amino]-1H-1,2,4-triazole-3-propanoic acid), C(C)O (ethanol). Run at time 15 minute. Product: C(\C=C\C(=O)O)(=O)O.CN1N=C(N=C1NCCCOC1=CC(=CC=C1)CN1CCCCC1)C=NO.CN1N=C(N=C1NCCCOC1=CC(=CC=C1)CN1CCCCC1)C=NO (1-Methyl-5-[[3-[3-(1-piperidinylmethyl)phenoxy]propyl]amino]-1H-1,2,4-triazole-3-carboxaldehyde oxime hemifumarate). Reaction SMILES: Cl.[NH2:2][OH:3].[OH-].[K+].[CH3:6][N:7]1[C:11]([NH:12][CH2:13][CH2:14][CH2:15][O:16][C:17]2[CH:22]=[CH:21][CH:20]=[C:19]([CH2:23][N:24]3[CH2:29][CH2:28][CH2:27][CH2:26][CH2:25]3)[CH:18]=2)=[N:10][C:9]([CH2:30][CH2:31][C:32]([OH:34])=[O:33])=[N:8]1.[CH2:35]([OH:37])[CH3:36]>>[C:32]([OH:34])(=[O:33])/[CH:31]=[CH:36]/[C:35]([OH:3])=[O:37].[CH3:6][N:7]1[C:11]([NH:12][CH2:13][CH2:14][CH2:15][O:16][C:17]2[CH:22]=[CH:21][CH:20]=[C:19]([CH2:23][N:24]3[CH2:25][CH2:26][CH2:27][CH2:28][CH2:29]3)[CH:18]=2)=[N:10][C:9]([CH:30]=[N:2][OH:3])=[N:8]1.[CH3:6][N:7]1[C:11]([NH:12][CH2:13][CH2:14][CH2:15][O:16][C:17]2[CH:22]=[CH:21][CH:20]=[C:19]([CH2:23][N:24]3[CH2:25][CH2:26][CH2:27][CH2:28][CH2:29]3)[CH:18]=2)=[N:10][C:9]([CH:30]=[N:2][OH:3])=[N:8]1 |f:0.1,2.3,6.7.8|. Reported procedure: A solution of hydroxylamine hydrochloride (0.36 g) in ethanol (20 ml) was treated with potassium hydroxide (0.28 g). A solution of 1-methyl-5-[[3-[3-(1-piperidinylmethyl)phenoxy]propyl]amino]-1H-1,2,4-triazole-3-carboxaldehyde (A) (1.5 g) in ethanol (20 ml) was added. The mixture was stirred for 15 minutes and then filtered. The filtrate was evaporated and the residue was dissolved in chloroform and washed with water. The organic solution was dried, filtered and evaporated and the solid residue ... Starting materials: COC=1C(=NC=CC1OC)CSCCN (2-(3,4-dimethoxy-2-pyridylmethylthio)ethylamine), [N+](=O)([O-])NC1=NC=C(C(N1)=O)CC=1C=NC=CC1 (2-nitroamino-5-(3-pyridylmethyl)-4-pyrimidone). The solvent is N1=CC=CC=C1 (pyridine). RXN SMILES: [CH3:1][O:2][C:3]1[C:4]([CH2:11][S:12][CH2:13][CH2:14][NH2:15])=[N:5][CH:6]=[CH:7][C:8]=1[O:9][CH3:10].[N+](N[C:20]1[NH:25][C:24](=[O:26])[C:23]([CH2:27][C:28]2[CH:29]=[N:30][CH:31]=[CH:32][CH:33]=2)=[CH:22][N:21]=1)([O-])=O>N1C=CC=CC=1>[CH3:1][O:2][C:3]1[C:4]([CH2:11][S:12][CH2:13][CH2:14][NH:15][C:20]2[NH:25][C:24](=[O:26])[C:23]([CH2:27][C:28]3[CH:29]=[N:30][CH:31]=[CH:32][CH:33]=3)=[CH:22][N:21]=2)=[N:5][CH:6]=[CH:7][C:8]=1[O:9][CH3:10]. The product is COC=1C(=NC=CC1OC)CSCCNC1=NC=C(C(N1)=O)CC=1C=NC=CC1 (2-[2-(3,4-dimethoxy-2-pyridylmethylthio)ethylamino]-5-(3-pyridylmethyl)-4-pyrimidone). Procedure details: A mixture of 2-(3,4-dimethoxy-2-pyridylmethylthio)ethylamine (0.95 g, 4.16 mmol), 2-nitroamino-5-(3-pyridylmethyl)-4-pyrimidone (0.925 g, 3.74 mmol) and pyridine (3.5 ml) was heated under reflux for 24 hours and evaporated to dryness. The residue was purified by elution from silica gel with methanolchloroform (1:7) and recrystallisation from ethanol to give 2-[2-(3,4-dimethoxy-2-pyridylmethylthio)ethylamino]-5-(3-pyridylmethyl)-4-pyrimidone 121°-1.5°. The reactants are ClC1=CC=C(CN2CC(OCC2)COC2=C(C(=CC=C2)I)OCC)C=C1 ((±)-4-(4-chlorobenzyl)-2-[(2-ethoxy-iodophenoxy)methyl]-morpholine), tetrakis(triphenylphosphino)palladium(O), CN(C)C=O (DMF), O (Water). The reagents and catalysts are [C-]#N.[Zn+2].[C-]#N (zinc cyanide). Conditions: temperature 80 celsius. The product is C(C(=O)O)(=O)O.ClC1=CC=C(CN2CC(OCC2)COC2=C(C=C(C=C2)C#N)OCC)C=C1 ((±)-4-(4-Chlorobenzyl)-2-[(4-cyano-2-ethoxyphenoxy)methyl]morpholine oxalic acid salt). RXN SMILES: [Cl:1][C:2]1[CH:26]=[CH:25][C:5]([CH2:6][N:7]2[CH2:12][CH2:11][O:10][CH:9]([CH2:13][O:14][C:15]3[CH:20]=[CH:19][CH:18]=[C:17](I)[C:16]=3[O:22][CH2:23][CH3:24])[CH2:8]2)=[CH:4][CH:3]=1.[OH2:27].[CH3:28][N:29](C=[O:32])C>[C-]#N.[Zn+2].[C-]#N>[C:16]([OH:22])(=[O:32])[C:15]([OH:14])=[O:27].[Cl:1][C:2]1[CH:26]=[CH:25][C:5]([CH2:6][N:7]2[CH2:12][CH2:11][O:10][CH:9]([CH2:13][O:14][C:15]3[CH:20]=[CH:19][C:18]([C:28]#[N:29])=[CH:17][C:16]=3[O:22][CH2:23][CH3:24])[CH2:8]2)=[CH:4][CH:3]=1 |f:3.4.5,6.7|. Procedure: A mixture of (±)-4-(4-chlorobenzyl)-2-[(2-ethoxy-iodophenoxy)methyl]-morpholine (1.0 g, 2.1 mmol), zinc cyanide (0.17 g, 1.4 mmol) and tetrakis(triphenylphosphino)palladium(O) (349 mg, 0.3 mmol) in DMF (15 ml) was heated to 80° C. for 3 h. Water was added and the solids were filtered off. The filtrate was extracted twice with ethyl acetate. Drying over magnesium sulfate was followed by evaporation. The crude product was dissolved in ether and an ethereal solution of oxalic acid was added to prec...